This data is from the Open Reaction Database (ORD), a public repository of structured organic reaction records. The task is: describe an organic reaction: reactants, conditions, products, and yield As a reaction SMILES: [CH2:1]([O:2][C:4]([c:5]1[cH:6][cH:7][cH:8][cH:9][cH:10]1)=[C:11]1[C:12](=[O:23])[NH:13][c:14]2[cH:15][cH:16][c:17]([N+:20](=[O:21])[O-:22])[cH:18][c:19]21)[CH3:3].[CH3:24][N:25]1[C:26](=[O:39])[c:27]2[cH:28][c:29]([NH2:38])[cH:30][cH:31][c:32]2[C:33]([CH3:36])([CH3:37])[C:34]1=[O:35].[O:41]=[CH:42][N:43]([CH3:44])[CH3:45].[OH2:40]>>[C:4]([c:5]1[cH:6][cH:7][cH:8][cH:9][cH:10]1)(=[C:11]1[C:12](=[O:23])[NH:13][c:14]2[cH:15][cH:16][c:17]([N+:20](=[O:21])[O-:22])[cH:18][c:19]21)[NH:38][c:29]1[cH:28][c:27]2[c:32]([cH:31][cH:30]1)[C:33]([CH3:36])([CH3:37])[C:34](=[O:35])[N:25]([CH3:24])[C:26]2=[O:39]. Reactants: CCOC(=C1C(=O)Nc2ccc([N+](=O)[O-])cc21)c1ccccc1, CN1C(=O)c2cc(N)ccc2C(C)(C)C1=O, CN(C)C=O, O. Yields the product CN1C(=O)c2cc(NC(=C3C(=O)Nc4ccc([N+](=O)[O-])cc43)c3ccccc3)ccc2C(C)(C)C1=O. Reactants: Cl.Cl.NCCCCCCC[C@@H](C(=O)OCC)N[C@H]1CSC2=C(N(C1=O)CC(=O)O)C=CC=C2 (3(R)-[8-amino-1(S)-ethoxycarbonyloctyl]amino-4-0xo-2,3,4,5-tetrahydro-1,5-benzothiazepine-5-acetic acid dihydrochloride), C(C)(=O)O (Acetic acid). Solvent: [OH-].[Na+] (sodium hydroxide). Run at time 30 minute. Yields the product NCCCCCCC[C@@H](C(=O)O)N[C@H]1CSC2=C(N(C1=O)CC(=O)O)C=CC=C2 (3(R)-[8-amino-1(S)-carboxyoctyl]amino-4-oxo-2,3,4,5-tetrahydro-1,5-benzothiazepine-5-acetic acid). The yield is 84.9%. RXN SMILES: Cl.Cl.[NH2:3][CH2:4][CH2:5][CH2:6][CH2:7][CH2:8][CH2:9][CH2:10][C@H:11]([NH:17][C@@H:18]1[C:24](=[O:25])[N:23]([CH2:26][C:27]([OH:29])=[O:28])[C:22]2[CH:30]=[CH:31][CH:32]=[CH:33][C:21]=2[S:20][CH2:19]1)[C:12]([O:14]CC)=[O:13].C(O)(=O)C>[OH-].[Na+]>[NH2:3][CH2:4][CH2:5][CH2:6][CH2:7][CH2:8][CH2:9][CH2:10][C@H:11]([NH:17][C@@H:18]1[C:24](=[O:25])[N:23]([CH2:26][C:27]([OH:29])=[O:28])[C:22]2[CH:30]=[CH:31][CH:32]=[CH:33][C:21]=2[S:20][CH2:19]1)[C:12]([OH:14])=[O:13] |f:0.1.2,4.5|. Reported procedure: In 10 ml of 1N aqueous sodium hydroxide solution is dissolved 0.35 g of 3(R)-[8-amino-1(S)-ethoxycarbonyloctyl]amino-4-0xo-2,3,4,5-tetrahydro-1,5-benzothiazepine-5-acetic acid dihydrochloride, and the solution is left standing at room temperature for 30 minutes. Acetic acid (2.5 ml) is added to the solution and the resulting mixture is purified by Amberlite XAD-2 column chromatography (methanol:water=1:2). The eluate is concentrated under reduced pressure and lyophilized to give 0.24 g of 3(R)-[... Reactants: CC(C(CP([O-])([O-])=O)=O)(CC1=CC=CC=C1)C (3,3-dimethyl-2-oxo-4-phenylbutylphosphonate), COP(OC)(=O)C (dimethylmethylphosphonate), O1CCCC1 (tetrahydrofuran), O1CCCC1 (tetrahydrofuran), C(CCC)[Li] (n-butyllithium). Run in C(C)(=O)O (Acetic acid), CCCCCC (hexane). The product is CC(C(CP(OC)(OC)=O)=O)(CC1=CC=CC=C1)C (Dimethyl 3,3-dimethyl-2-oxo-4-phenylbutylphosphonate). As a reaction SMILES: [CH3:1][O:2][P:3]([CH3:7])(=[O:6])[O:4][CH3:5].O1CCCC1.C([Li])CCC.[CH3:18][C:19]([CH3:34])([CH2:27][C:28]1[CH:33]=[CH:32][CH:31]=[CH:30][CH:29]=1)[C:20](=[O:26])CP(=O)([O-])[O-]>CCCCCC.C(O)(=O)C>[CH3:18][C:19]([CH3:34])([CH2:27][C:28]1[CH:33]=[CH:32][CH:31]=[CH:30][CH:29]=1)[C:20](=[O:26])[CH2:7][P:3](=[O:6])([O:4][CH3:5])[O:2][CH3:1]. Reported procedure: To a solution of 63 g. of dimethylmethylphosphonate in 600 ml. of tetrahydrofuran under nitrogen at -75° C. is added with stirring 312 ml. of 1.6 molar n-butyllithium in hexane. The addition rate is adjusted so that the reaction temperature remains below 55° C. Ten minutes after the addition is complete, 48.2 g. of the reaction product of part B of this example and 50 ml. of tetrahydrofuran are added dropwise at such rate as to maintain the reaction temperature below -60° C. The resulting mixtur... Starting materials: C1(=CC=CC=C1)[C@@H]1NC(N[C@@H]1C1=CC=CC=C1)=S (cis-4,5-Diphenylimidazolidine-2-thione), ClCC=1C2=CC=CC=C2C=C2C=CC=CC12 (9-chloromethylanthracene). Solvent: CCO (EtOH). Product: Cl.C1=CC=CC2=CC3=CC=CC=C3C(=C12)CSC=1N[C@@H]([C@@H](N1)C1=CC=CC=C1)C1=CC=CC=C1 (2-[(Anthracen-9-yl)methylthio]-cis-4,5-diphenyl-4,5-dihydro-1H-imidazole hydrochloride). The yield is 47.3%. Reaction SMILES: [C:1]1([C@H:7]2[C@@H:11]([C:12]3[CH:17]=[CH:16][CH:15]=[CH:14][CH:13]=3)[NH:10][C:9](=[S:18])[NH:8]2)[CH:6]=[CH:5][CH:4]=[CH:3][CH:2]=1.[Cl:19][CH2:20][C:21]1[C:22]2[C:27]([CH:28]=[C:29]3[C:34]=1[CH:33]=[CH:32][CH:31]=[CH:30]3)=[CH:26][CH:25]=[CH:24][CH:23]=2>CCO>[ClH:19].[CH:23]1[C:22]2[C:27](=[CH:28][C:29]3[C:34]([C:21]=2[CH2:20][S:18][C:9]2[NH:8][C@H:7]([C:1]4[CH:2]=[CH:3][CH:4]=[CH:5][CH:6]=4)[C@H:11]([C:12]4[CH:13]=[CH:14][CH:15]=[CH:16][CH:17]=4)[N:10]=2)=[CH:33][CH:32]=[CH:31][CH:30]=3)[CH:26]=[CH:25][CH:24]=1 |f:3.4|. Procedure details: A mixture of intermediate 25 (200 mg, 0.786 mmol) and 9-chloromethylanthracene (256 mg, 1.57 mmol) in abs. EtOH (2 mL) is heated at 95° C. for 24 h. The reaction mixture is cooled to RT, evaporated to dryness, and the residue suspended in Et2O. The insoluble material is filtered to give 179 mg of the product 232. 1H NMR (DMSO-d6) δ 11.35 (s, 2 H), 8.80 (s, 1 H), 8.64 (d, 2 H), 7.85-7.50 (m, 4 H), 7.38 (d, 1 H), 7.30-6.80 (m, 10 H), 6.80-6.65 (m, 4 H), 5.92 (s, 4 H); MS: m/z 445 (M++1). Starting materials: C(C(=C)C)(=O)OCCCCCCC=C (7-octenyl methacrylate), COC1=CC=C(O)C=C1 (hydroquinone monomethyl ether), Cl[SiH](Cl)Cl (trichlorosilane). Reagents/catalysts: O.O.O.O.O.O.[Cl-].[Cl-].[Cl-].[Cl-].[Pt+4] (chloroplatinic acid hexahydrate). Run in O1CCCC1 (tetrahydrofuran). Conditions: temperature 40 celsius, time 1 hour. The product is C(C(=C)C)(=O)OCCCCCCCC[Si](Cl)(Cl)Cl (8-methacryloyloxyoctyltrichlorosilane). RXN SMILES: [C:1]([O:6][CH2:7][CH2:8][CH2:9][CH2:10][CH2:11][CH2:12][CH:13]=[CH2:14])(=[O:5])[C:2]([CH3:4])=[CH2:3].COC1C=CC(O)=CC=1.[Cl:24][SiH:25]([Cl:27])[Cl:26]>O1CCCC1.O.O.O.O.O.O.[Cl-].[Cl-].[Cl-].[Cl-].[Pt+4]>[C:1]([O:6][CH2:7][CH2:8][CH2:9][CH2:10][CH2:11][CH2:12][CH2:13][CH2:14][Si:25]([Cl:27])([Cl:26])[Cl:24])(=[O:5])[C:2]([CH3:4])=[CH2:3] |f:4.5.6.7.8.9.10.11.12.13.14|. Procedure details: A reaction vessel fitted with a stirrer was charged with 50 g of 7-octenyl methacrylate, 250 mg of hydroquinone monomethyl ether and 1.5 cc of 1% chloroplatinic acid hexahydrate solution in tetrahydrofuran, and the mixture was heated to 40° C. To the mixture was added gradually 42 g of trichlorosilane with stirring, while the temperature of the mixture was kept at 45° C. or below. After the addition, the mixture was heated to 60° C. and reaction was conducted at this temperature for 1 hour to ob... Starting materials: C(CCCCCCC\C=C/CCCCCCCC)N (oleylamine), C(C(=C)CC(=O)O)(=O)O (itaconic acid), C(O)CN (monoethanolamine). The product is C(CCCCCCC\C=C/CCCCCCCC)N1CC(CC1=O)C(=O)O (N-oleyl-5-oxopyrrolidine-3-carboxylic acid). Yield: 117.0%. Reaction SMILES: [CH2:1]([NH2:19])[CH2:2][CH2:3][CH2:4][CH2:5][CH2:6][CH2:7][CH2:8]/[CH:9]=[CH:10]\[CH2:11][CH2:12][CH2:13][CH2:14][CH2:15][CH2:16][CH2:17][CH3:18].[C:20]([OH:28])(=[O:27])[C:21]([CH2:23][C:24](O)=[O:25])=[CH2:22].C(CN)O>>[CH2:1]([N:19]1[C:24](=[O:25])[CH2:23][CH:21]([C:20]([OH:28])=[O:27])[CH2:22]1)[CH2:2][CH2:3][CH2:4][CH2:5][CH2:6][CH2:7][CH2:8]/[CH:9]=[CH:10]\[CH2:11][CH2:12][CH2:13][CH2:14][CH2:15][CH2:16][CH2:17][CH3:18]. Procedure: 265 g of oleylamine, 130 g of itaconic acid and 61 g of monoethanolamine were used to obtain 440 g of N-oleyl-5-oxopyrrolidine-3-carboxylic acid monoethanolammonium salt with Starting materials: CC(=O)O, CN(C)CCc1cc2occc2c(Cl)n1, [Zn]. Product: CN(C)CCc1cc2occc2cn1. RXN SMILES: [CH3:16][C:17](=[O:18])[OH:19].[Cl:1][c:2]1[n:3][c:4]([CH2:11][CH2:12][N:13]([CH3:14])[CH3:15])[cH:5][c:6]2[c:7]1[cH:8][cH:9][o:10]2.[Zn:20]>>[cH:2]1[n:3][c:4]([CH2:11][CH2:12][N:13]([CH3:14])[CH3:15])[cH:5][c:6]2[c:7]1[cH:8][cH:9][o:10]2.